This data is from the Open Reaction Database (ORD), a public repository of structured organic reaction records. The task is: describe an organic reaction: reactants, conditions, products, and yield Reactants: NC(=O)c1cccc(OCCCCCCCBr)c1, [C-]#[C-], NCCN, CS(C)=O, Cl, [Li+], [Li+]. Reaction SMILES: [Br:9][CH2:10][CH2:11][CH2:12][CH2:13][CH2:14][CH2:15][CH2:16][O:17][c:18]1[cH:19][c:20]([C:24](=[O:25])[NH2:26])[cH:21][cH:22][cH:23]1.[C-:5]#[C-:6].[CH2:1]([CH2:2][NH2:4])[NH2:3].[CH3:27][S:28]([CH3:29])=[O:30].[ClH:31].[Li+:7].[Li+:8]>>[C:1](#[CH:2])[CH2:10][CH2:11][CH2:12][CH2:13][CH2:14][CH2:15][CH2:16][O:17][c:18]1[cH:19][c:20]([C:24](=[O:25])[NH2:26])[cH:21][cH:22][cH:23]1. The product is C#CCCCCCCCOc1cccc(C(N)=O)c1. Starting materials: ClC=1C(=CC=2C(=C(ON2)C2=CC=CC=C2)C1)C (5-chloro-6-methyl-3-phenyl-2,1-benzisoxazole), aqueous solution, F[B-](F)(F)F.[H+] (tetrafluoroboric acid), C(C)(C)(C)O (tert.-butanol), [N+](=O)([O-])C (nitromethane). Solvent: C(C)OCC (diethyl ether). Reaction conditions: time 85 hour. The product is F[B-](F)(F)F.C(C)(C)(C)[N+]=1OC(=C2C1C=C(C(=C2)Cl)C)C2=CC=CC=C2 (1-tert.-butyl-5-chloro-6-methyl-3-phenyl-2,1-benzisoxazolium tetrafluoroborate). Reaction SMILES: [Cl:1][C:2]1[C:3]([CH3:17])=[CH:4][C:5]2[C:6]([CH:16]=1)=[C:7]([C:10]1[CH:15]=[CH:14][CH:13]=[CH:12][CH:11]=1)[O:8][N:9]=2.[C:18](O)([CH3:21])([CH3:20])[CH3:19].[N+](C)([O-])=O.[F:27][B-:28]([F:31])([F:30])[F:29].[H+]>C(OCC)C>[F:27][B-:28]([F:31])([F:30])[F:29].[C:18]([N+:9]1[O:8][C:7]([C:10]2[CH:15]=[CH:14][CH:13]=[CH:12][CH:11]=2)=[C:6]2[CH:16]=[C:2]([Cl:1])[C:3]([CH3:17])=[CH:4][C:5]=12)([CH3:21])([CH3:20])[CH3:19] |f:3.4,6.7|. Procedure: To a suspension of 59 g. of 5-chloro-6-methyl-3-phenyl-2,1-benzisoxazole, 26.6 ml. of tert.-butanol and 740 ml. of nitromethane, is added dropwise 45.7 g. of a 50% aqueous solution of tetrafluoroboric acid. The resulting suspension is stirred at room temperature for 85 hours. The reaction mixture is diluted with approximately 10 liters of diethyl ether and the crystalline precipitate formed is isolated by filtration to yield 1-tert.-butyl-5-chloro-6-methyl-3-phenyl-2,1-benzisoxazolium tetrafluor... Starting materials: CC(C)(C)OC(=O)CBr, CN(C)C=O, [H-], [Na+], O, O=C(OCc1ccccc1)c1ccc2[nH]ccc2c1. Product: CC(C)(C)OC(=O)Cn1ccc2cc(C(=O)OCc3ccccc3)ccc21. RXN SMILES: [Br:22][CH2:23][C:24](=[O:25])[O:26][C:27]([CH3:28])([CH3:29])[CH3:30].[CH3:32][N:33]([CH3:34])[CH:35]=[O:36].[H-:1].[Na+:2].[OH2:31].[nH:3]1[cH:4][cH:5][c:6]2[cH:7][c:8]([C:12](=[O:13])[O:14][CH2:15][c:16]3[cH:17][cH:18][cH:19][cH:20][cH:21]3)[cH:9][cH:10][c:11]12>>[n:3]1([CH2:23][C:24](=[O:25])[O:26][C:27]([CH3:28])([CH3:29])[CH3:30])[cH:4][cH:5][c:6]2[cH:7][c:8]([C:12](=[O:13])[O:14][CH2:15][c:16]3[cH:17][cH:18][cH:19][cH:20][cH:21]3)[cH:9][cH:10][c:11]12. Starting materials: CS(=O)(=O)O.ClC1=CC=CC=2NC(N(C21)CCCO)=O (4-chloro-1,3-dihydro-3-(3-hydroxypropyl)-2H-benzimidazol-2-one methane sulfonate), C1(=CC=CC=C1)N1CNC(C12CCNCC2)=O (1-phenyl-1,3,8-triazaspiro[4,5]decan-4-one), C([O-])([O-])=O.[Na+].[Na+] (sodium carbonate), CC(CC(C)=O)C (4-methyl-2-pentanone). The solvent is O (water). The product is ClC1=CC=CC2=C1N(C(N2)=O)CCCN2CCC1(C(NCN1C1=CC=CC=C1)=O)CC2 (8-[3-(7-chloro-1,3-dihydro-2-oxo-2H-benzimidazol-1-yl)propyl]-1-phenyl-1,3,8-triazaspiro[4,5]decan-4-one). Yield: 17.0%. As a reaction SMILES: CS(O)(=O)=O.[Cl:6][C:7]1[C:15]2[N:14]([CH2:16][CH2:17][CH2:18]O)[C:13](=[O:20])[NH:12][C:11]=2[CH:10]=[CH:9][CH:8]=1.[C:21]1([N:27]2[C:31]3([CH2:36][CH2:35][NH:34][CH2:33][CH2:32]3)[C:30](=[O:37])[NH:29][CH2:28]2)[CH:26]=[CH:25][CH:24]=[CH:23][CH:22]=1.C(=O)([O-])[O-].[Na+].[Na+].CC(C)CC(=O)C>O>[Cl:6][C:7]1[C:15]2[N:14]([CH2:16][CH2:17][CH2:18][N:34]3[CH2:33][CH2:32][C:31]4([N:27]([C:21]5[CH:26]=[CH:25][CH:24]=[CH:23][CH:22]=5)[CH2:28][NH:29][C:30]4=[O:37])[CH2:36][CH2:35]3)[C:13](=[O:20])[NH:12][C:11]=2[CH:10]=[CH:9][CH:8]=1 |f:0.1,3.4.5|. Procedure: A mixture of 4.2 parts of 4-chloro-1,3-dihydro-3-(3-hydroxypropyl)-2H-benzimidazol-2-one methane sulfonate, 2.5 parts of 1-phenyl-1,3,8-triazaspiro[4,5]decan-4-one, 10 parts of sodium carbonate and 80 parts of 4-methyl-2-pentanone is stirred and refluxed overnight. The reaction mixture is cooled and water is added. The precipitated product is filtered off and crystallized twice from a mixture of N,N-dimethylformamide and water, yielding 0.8 parts (17%) of 8-[3-(7-chloro-1,3-dihydro-2-oxo-2H-benz... Reactants: C(C)(=O)O (acetic acid), N1N=C(N=C1)C=O (1H-[1,2,4]-triazol-3-carboxaldehyde), C(#N)[BH3-].[Na+] (sodium cyanoborohydride), C(CC)N(CCC)CC1=CC=C(C=C1)NC(C1=CC=C(C=C1)CNCC=1N(C=CN1)C)=O (N-(4-dipropylaminomethyl-phenyl)-4-{[(1-methyl-1H-imidazol-2-ylmethyl)-amino]methyl}benzamide). Run in CO (methanol). Run at time 14 hour. Yields the product C(CC)N(CCC)CC1=CC=C(C=C1)NC(C1=CC=C(C=C1)CN(CC1=NNC=N1)CC=1N(C=CN1)C)=O (N-(4-di-n-propylaminomethyl-phenyl)-4-{[(1-methyl-imidazol-2-ylmethyl)-(1H-[1,2,4]-triazol-3-ylmethyl)-amino]-methyl}-benzamide). Reaction SMILES: [CH2:1]([N:4]([CH2:8][C:9]1[CH:14]=[CH:13][C:12]([NH:15][C:16](=[O:32])[C:17]2[CH:22]=[CH:21][C:20]([CH2:23][NH:24][CH2:25][C:26]3[N:27]([CH3:31])[CH:28]=[CH:29][N:30]=3)=[CH:19][CH:18]=2)=[CH:11][CH:10]=1)[CH2:5][CH2:6][CH3:7])[CH2:2][CH3:3].[NH:33]1[CH:37]=[N:36][C:35]([CH:38]=O)=[N:34]1.C([BH3-])#N.[Na+].C(O)(=O)C>CO>[CH2:1]([N:4]([CH2:8][C:9]1[CH:10]=[CH:11][C:12]([NH:15][C:16](=[O:32])[C:17]2[CH:22]=[CH:21][C:20]([CH2:23][N:24]([CH2:25][C:26]3[N:27]([CH3:31])[CH:28]=[CH:29][N:30]=3)[CH2:38][C:35]3[N:36]=[CH:37][NH:33][N:34]=3)=[CH:19][CH:18]=2)=[CH:13][CH:14]=1)[CH2:5][CH2:6][CH3:7])[CH2:2][CH3:3] |f:2.3|. Reported procedure: The compound (256.8 mg) obtained in Example 122-4 was dissolved in methanol (7.7 ml) and added with 1H-[1,2,4]-triazol-3-carboxaldehyde (115.0 mg) and sodium cyanoborohydride (74.4 mg). Then, the solution was adjusted to pH 5 with acetic acid and stirred at room temperature for 14 hours. The reaction solution was concentrated under reduced pressure. Subsequently, the residue was purified through silica gel column chromatography (chloroform/methanol) and treated with hydrochloric acid, thereby ob... Starting materials: COC([C@H](C\C=C/C[C@@H](C(=O)OC)N)N)=O ((S,S)-2,7-diamino-(Z)-oct-4-ene-1,8-dioic acid dimethyl ester), Cl (HCl). The solvent is O1CCOCC1 (dioxane). Yields the product Cl.Cl.N[C@H](C(=O)O)C\C=C/C[C@@H](C(=O)O)N ((S,S)-2,7-Diamino-(Z)-oct-4-ene-1,8-dioic acid dihydrochloride). RXN SMILES: C[O:2][C:3](=[O:16])[C@@H:4]([NH2:15])[CH2:5]/[CH:6]=[CH:7]\[CH2:8][C@H:9]([NH2:14])[C:10]([O:12]C)=[O:11].[ClH:17]>O1CCOCC1>[ClH:17].[ClH:17].[NH2:15][C@@H:4]([CH2:5]/[CH:6]=[CH:7]\[CH2:8][C@H:9]([NH2:14])[C:10]([OH:12])=[O:11])[C:3]([OH:16])=[O:2] |f:3.4.5|. Reported procedure: To a mixture of (S,S)-2,7-diamino-(Z)-oct-4-ene-1,8-dioic acid dimethyl ester (0.6 g, 1.3 mmol), conc HCl (1 ml) and dioxane (10 ml) were added and the solution was refluxed for 2 hours, and then evaporated. Reactants: CS(=O)(=O)N (methanesulphonamide), COC1=C(C=CC=C1)SC1=CC=C(C(=O)O)C=C1 (4-(2-methoxyphenylthio)benzoic acid), C(C)N=C=NCCCN(C)C (1-ethyl-3-(dimethylaminopropyl)carbodiimide). Reagents/catalysts: CN(C1=CC=NC=C1)C (4-dimethylaminopyridine). The solvent is CN(C=O)C (N,N-dimethylformamide). Run at time 60 minute. The product is COC1=C(C=CC=C1)SC1=CC=C(C(=O)NS(=O)(=O)C)C=C1 (4-(2-methoxyphenylthio)-N-(methylsulfonyl)benzamide). Isolated yield 30.9%. Reaction SMILES: [CH3:1][O:2][C:3]1[CH:8]=[CH:7][CH:6]=[CH:5][C:4]=1[S:9][C:10]1[CH:18]=[CH:17][C:13]([C:14](O)=[O:15])=[CH:12][CH:11]=1.C(N=C=NCCCN(C)C)C.[CH3:30][S:31]([NH2:34])(=[O:33])=[O:32]>CN(C)C1C=CN=CC=1.CN(C)C=O>[CH3:1][O:2][C:3]1[CH:8]=[CH:7][CH:6]=[CH:5][C:4]=1[S:9][C:10]1[CH:18]=[CH:17][C:13]([C:14]([NH:34][S:31]([CH3:30])(=[O:33])=[O:32])=[O:15])=[CH:12][CH:11]=1. Procedure: 4-(2-methoxyphenylthio)benzoic acid (126 mg, 0.48 mmol), 4-dimethylaminopyridine (12.2 mg, 0.10 mmol) and 1-ethyl-3-(dimethylaminopropyl)carbodiimide (195 mg, 0.97 mmol) were dissolved in anhydrous N,N-dimethylformamide (4 mL) and stirred for 60 minutes. To this solution was added methanesulphonamide (70 mg, 0.72 mmol) and the reaction mixture was stirred at room temperature for 18 hours. The reaction was quenched by the addition of water (10 mL) and the mixture extracted with ethyl acetate (3×1...